This data is from the Open Reaction Database (ORD), a public repository of structured organic reaction records. The task is: describe an organic reaction: reactants, conditions, products, and yield Reactants: ClC1=NC(=NC(=C1)CCC=CC)N1C(CCC1)C1=CC(=NO1)C1=NC=CC=C1 (4-chloro-6-(pent-3-en-1-yl)-2-{2-[3-(pyrid-2-yl)isoxazol-5-yl]pyrrolidin-1-yl}pyrimidine), I(=O)(=O)(=O)[O-].[Na+] (sodium periodate), [BH4-].[Na+] (sodium borohydride). The reagents and catalysts are [Os](=O)(=O)(=O)=O (osmium tetroxide). The solvent is C1CCOC1 (THF), O (water), C(C)(=O)OCC (ethyl acetate), O (water), O (water), C(C)(C)(C)O (tert-butanol), O (water). Reaction conditions: time 2 hour. The product is ClC1=NC(=NC(=C1)CCCO)N1C(CCC1)C1=CC(=NO1)C1=NC=CC=C1 (4-Chloro-6-(3-hydroxypropyl)-2-{2-[3-(pyrid-2-yl)isoxazol-5-yl]pyrrolidin-1-yl}pyrimidine). Isolated yield 36.0%. RXN SMILES: [Cl:1][C:2]1[CH:7]=[C:6]([CH2:8][CH2:9][CH:10]=CC)[N:5]=[C:4]([N:13]2[CH2:17][CH2:16][CH2:15][CH:14]2[C:18]2[O:22][N:21]=[C:20]([C:23]3[CH:28]=[CH:27][CH:26]=[CH:25][N:24]=3)[CH:19]=2)[N:3]=1.I([O-])(=O)(=O)=[O:30].[Na+].[BH4-].[Na+]>C(O)(C)(C)C.C1COCC1.O.C(OCC)(=O)C.[Os](=O)(=O)(=O)=O>[Cl:1][C:2]1[CH:7]=[C:6]([CH2:8][CH2:9][CH2:10][OH:30])[N:5]=[C:4]([N:13]2[CH2:17][CH2:16][CH2:15][CH:14]2[C:18]2[O:22][N:21]=[C:20]([C:23]3[CH:28]=[CH:27][CH:26]=[CH:25][N:24]=3)[CH:19]=2)[N:3]=1 |f:1.2,3.4|. Procedure: A solution of 2.5% w/v osmium tetroxide in tert-butanol (0.47 ml) was added to a vigorously stirred solution of 4-chloro-6-(pent-3-en-1-yl)-2-{2-[3-(pyrid-2-yl)isoxazol-5-yl]pyrrolidin-1-yl}pyrimidine (prepared as described in Example 34) in THF (10.5 ml) and water (2.8 ml). Solid sodium periodate (951 mg, 4.44 mmol) was then added. The reaction was stirred at ambient temperature for 2 hours. The reaction mixture was diluted with water and extracted with ethyl acetate. The ethyl acetate layer wa... The reactants are O=C([O-])[O-], CC(C)=CCCl, CC#N, [K+], [K+], CCOC(=O)c1ccc(O)cc1. The product is CCOC(=O)c1ccc(OCC=C(C)C)cc1. Reaction SMILES: [C:13](=[O:14])([O-:15])[O-:16].[CH3:19][C:20](=[CH:21][CH2:22][Cl:23])[CH3:24].[CH3:25][C:26]#[N:27].[K+:17].[K+:18].[OH:1][c:2]1[cH:3][cH:4][c:5]([C:6](=[O:7])[O:8][CH2:9][CH3:10])[cH:11][cH:12]1>>[O:1]([c:2]1[cH:3][cH:4][c:5]([C:6](=[O:7])[O:8][CH2:9][CH3:10])[cH:11][cH:12]1)[CH2:22][CH:21]=[C:20]([CH3:19])[CH3:24]. Starting materials: ClC1=C(C=CC(=C1)Cl)C1(C(N(C2=CC(=CC(=C12)C(F)(F)F)C=1OC=CN1)C[C@@H]1C[C@H](C1)N(CC)CC)=O)O[Si](CC)(CC)CC (3-(2,4-dichlorophenyl)-1-[trans-3-(diethylamino)-cyclobutylmethyl]-4-trifluoromethyl-3-triethylsilyloxy-6-(2-oxazolyl)-1,3-dihydro-2H-indol-2-one), [F-].C(CCC)[N+](CCCC)(CCCC)CCCC (tetra-n-butylammonium fluoride). Run in O1CCCC1 (tetrahydrofuran). Conditions: time 2 hour. Product: ClC1=C(C=CC(=C1)Cl)C1(C(N(C2=CC(=CC(=C12)C(F)(F)F)C=1OC=CN1)C[C@@H]1C[C@H](C1)N(CC)CC)=O)O (3-(2,4-dichlorophenyl)-1-[trans-3-(diethylamino)-cyclobutylmethyl]-4-trifluoromethyl-3-hydroxy-6-(2-oxazolyl)-1,3-dihydro-2H-indol-2-one). The yield is 60.1%. As a reaction SMILES: [Cl:1][C:2]1[CH:7]=[C:6]([Cl:8])[CH:5]=[CH:4][C:3]=1[C:9]1([O:38][Si](CC)(CC)CC)[C:17]2[C:12](=[CH:13][C:14]([C:22]3[O:23][CH:24]=[CH:25][N:26]=3)=[CH:15][C:16]=2[C:18]([F:21])([F:20])[F:19])[N:11]([CH2:27][C@H:28]2[CH2:31][C@H:30]([N:32]([CH2:35][CH3:36])[CH2:33][CH3:34])[CH2:29]2)[C:10]1=[O:37].[F-].C([N+](CCCC)(CCCC)CCCC)CCC>O1CCCC1>[Cl:1][C:2]1[CH:7]=[C:6]([Cl:8])[CH:5]=[CH:4][C:3]=1[C:9]1([OH:38])[C:17]2[C:12](=[CH:13][C:14]([C:22]3[O:23][CH:24]=[CH:25][N:26]=3)=[CH:15][C:16]=2[C:18]([F:19])([F:20])[F:21])[N:11]([CH2:27][C@H:28]2[CH2:29][C@H:30]([N:32]([CH2:33][CH3:34])[CH2:35][CH3:36])[CH2:31]2)[C:10]1=[O:37] |f:1.2|. Procedure details: To a solution of the compound of Example 14-2 (160 mg, 0.234 mmol) in tetrahydrofuran (6 mL) was added tetra-n-butylammonium fluoride (100 mg, 0.383 mmol) under nitrogen, and the mixture was stirred at room temperature for 2 hours. To the reaction solution was added, and the mixture was extracted with ethyl acetate, and then the organic layer was washed with saturated saline, dried over magnesium sulfate and filtered. The filtrate was concentrated in vacuo and the residue was purified by silica ... The solvent is C(C)O (ethanol), C1(=CC=CC=C1)C (toluene), O (H2O). The product is CC1=NC(=C2C(N1)=CC(=N2)C2=CC=CC=C2)C=2C=NC=CC2 (2-Methyl-6-phenyl-4-(3-pyridinyl)pyrrolo[3,2-d]pyrimidine). The reagents and catalysts are C=1C=CC(=CC1)/C=C/C(=O)/C=C/C2=CC=CC=C2.C=1C=CC(=CC1)/C=C/C(=O)/C=C/C2=CC=CC=C2.C=1C=CC(=CC1)/C=C/C(=O)/C=C/C2=CC=CC=C2.[Pd].[Pd] (tris(dibenzylideneacetone)dipalladium(0)). Isolated yield 63.5%. Procedure details: A mixture of 4-chloro-2-methyl-6-phenylpyrrolo[3,2-d]pyrimidine (Example 1(e)) (230 mg, 0.94 mmol), 3-pyridinylboronic acid (Frontier Scientific) (139 mg, 1.13 mmol), tris(dibenzylideneacetone)dipalladium(0) (Aldrich Chemical Company) (22 mg, 0.024 mmol) and triphenylphosphine (Aldrich Chemical Company) (49 mg, 0.19 mmol) in a mixture of solvents (1.2 mL of toluene, 0.3 mL of 1.0 M Na2CO3 and 0.3 mL of ethanol) was heated at reflux under N2 for 40 h. Upon cooling to the room temperature, the rea... RXN SMILES: Cl[C:2]1[N:7]=[C:6]([CH3:8])[NH:5][C:4]2=[CH:9][C:10]([C:12]3[CH:17]=[CH:16][CH:15]=[CH:14][CH:13]=3)=[N:11][C:3]=12.[N:18]1[CH:23]=[CH:22][CH:21]=[C:20](B(O)O)[CH:19]=1.C1(P(C2C=CC=CC=2)C2C=CC=CC=2)C=CC=CC=1.C([O-])([O-])=O.[Na+].[Na+]>O.C1C=CC(/C=C/C(/C=C/C2C=CC=CC=2)=O)=CC=1.C1C=CC(/C=C/C(/C=C/C2C=CC=CC=2)=O)=CC=1.C1C=CC(/C=C/C(/C=C/C2C=CC=CC=2)=O)=CC=1.[Pd].[Pd].C(O)C.C1(C)C=CC=CC=1>[CH3:8][C:6]1[NH:5][C:4]2=[CH:9][C:10]([C:12]3[CH:17]=[CH:16][CH:15]=[CH:14][CH:13]=3)=[N:11][C:3]2=[C:2]([C:20]2[CH:19]=[N:18][CH:23]=[CH:22][CH:21]=2)[N:7]=1 |f:3.4.5,7.8.9.10.11|. Reactants: C(=O)([O-])[O-].[Na+].[Na+] (Na2CO3), ClC1=C2C(NC(=N1)C)=CC(=N2)C2=CC=CC=C2 (4-chloro-2-methyl-6-phenylpyrrolo[3,2-d]pyrimidine), N1=CC(=CC=C1)B(O)O (3-pyridinylboronic acid), C1(=CC=CC=C1)P(C1=CC=CC=C1)C1=CC=CC=C1 (triphenylphosphine). RXN SMILES: [C:27](=[O:28])([OH:29])[O-:30].[CH3:1][S:2](=[O:3])(=[O:4])[OH:5].[CH3:32][C:33](=[O:34])[CH3:35].[CH:6]([CH3:7])([CH3:8])[O:9][CH:10]1[CH2:11][N:12]([C:20](=[O:21])[O:22][C:23]([CH3:24])([CH3:25])[CH3:26])[CH2:13][CH2:14][C:15]1([O:16][CH3:19])[O:17][CH3:18].[Na+:31]>>[CH:6]([CH3:7])([CH3:8])[O:9][CH:10]1[CH2:11][N:12]([C:20](=[O:21])[O:22][C:23]([CH3:24])([CH3:25])[CH3:26])[CH2:13][CH2:14][C:15]1=[O:16]. Yields the product CC(C)OC1CN(C(=O)OC(C)(C)C)CCC1=O. Starting materials: O=C([O-])O, CS(=O)(=O)O, CC(C)=O, COC1(OC)CCN(C(=O)OC(C)(C)C)CC1OC(C)C, [Na+].